Dataset: the Open Reaction Database (ORD), a public repository of structured organic reaction records. Task: describe an organic reaction: reactants, conditions, products, and yield Reactants: BrC1=CC=C2C(=C(C(=NC2=C1)Cl)[N+](=O)[O-])NCC(C)(O)C (1-[(7-bromo-2-chloro-3-nitroquinolin-4-yl)amino]-2-methylpropan-2-ol). The reagents and catalysts are [Pt] (Platinum on carbon). The solvent is C(C)#N (acetonitrile). Product: NC=1C(=NC2=CC(=CC=C2C1NCC(C)(O)C)Br)Cl (1-[(3-amino-7-bromo-2-chloroquinolin-4-yl)amino]-2-methylpropan-2-ol). Yield: 84.3%. RXN SMILES: [Br:1][C:2]1[CH:11]=[C:10]2[C:5]([C:6]([NH:16][CH2:17][C:18]([CH3:21])([OH:20])[CH3:19])=[C:7]([N+:13]([O-])=O)[C:8]([Cl:12])=[N:9]2)=[CH:4][CH:3]=1>[Pt].C(#N)C>[NH2:13][C:7]1[C:8]([Cl:12])=[N:9][C:10]2[C:5]([C:6]=1[NH:16][CH2:17][C:18]([CH3:21])([OH:20])[CH3:19])=[CH:4][CH:3]=[C:2]([Br:1])[CH:11]=2. Reported procedure: Platinum on carbon (0.2 g of 5%) was added to a solution of 1-[(7-bromo-2-chloro-3-nitroquinolin-4-yl)amino]-2-methylpropan-2-ol (1.94 g, 5.16 mmol) in acetonitrile in a Parr vessel. The mixture was placed under hydrogen pressure (40 psi, 2.8×105 Pa) for two hours and then filtered through a layer of CELITE filter agent. The filter cake was washed with methanol. The filtrate was concentrated under reduced pressure to provide 1.5 g of 1-[(3-amino-7-bromo-2-chloroquinolin-4-yl)amino]-2-methylpropa... The reactants are [K+], O=[Mn](=O)(=O)[O-], Nc1ncc(Br)nn1, N. The product is Nc1nnc(Br)c(N)n1. Reaction SMILES: [K+:6].[Mn:1]([O-:2])(=[O:3])(=[O:4])=[O:5].[NH2:8][c:9]1[n:10][n:11][c:12]([Br:15])[cH:13][n:14]1.[NH3:7]>>[NH2:7][c:13]1[c:12]([Br:15])[n:11][n:10][c:9]([NH2:8])[n:14]1.